This data is from the Open Reaction Database (ORD), a public repository of structured organic reaction records. The task is: describe an organic reaction: reactants, conditions, products, and yield Starting materials: C, CCCCCCC(C)OC(=O)c1ccc(C(=O)OCc2ccccc2)cc1, [H][H], C1CCOC1, [Pd]. Yields the product CCCCCCC(C)OC(=O)c1ccc(C(=O)O)cc1. Reaction SMILES: [C:30].[CH2:1]([c:2]1[cH:3][cH:4][cH:5][cH:6][cH:7]1)[O:8][C:9]([c:10]1[cH:11][cH:12][c:13]([C:16](=[O:17])[O:18][CH:19]([CH2:20][CH2:21][CH2:22][CH2:23][CH2:24][CH3:25])[CH3:26])[cH:14][cH:15]1)=[O:27].[H:28][H:29].[O:32]1[CH2:33][CH2:34][CH2:35][CH2:36]1.[Pd:31]>>[O:8]=[C:9]([c:10]1[cH:11][cH:12][c:13]([C:16](=[O:17])[O:18][CH:19]([CH2:20][CH2:21][CH2:22][CH2:23][CH2:24][CH3:25])[CH3:26])[cH:14][cH:15]1)[OH:27]. Procedure: A mixture of 4′-({4-[trans-4-(3-fluoro-2-hydroxypropoxy)cyclohexyl]-5-oxo-7-propyl-4,5-dihydro[1,2,4]triazolo[1,5-a]pyrimidin-6-yl}methyl)biphenyl-2-carbonitrile (0.33 g), Dess-Martin periodinane (0.51 g) and acetonitrile (4 mL) was stirred at room temperature for 14 hr. Saturated aqueous sodium hydrogen carbonate solution and aqueous sodium thiosulfate solution were added to the reaction mixture. After evaporation of the solvent under reduced pressure, the residue was extracted with ethyl aceta... Reaction conditions: time 14 hour. Isolated yield 50.4%. Run in C(C)#N (acetonitrile). Product: FCC1(OC1)CO[C@@H]1CC[C@H](CC1)N1C=2N(C(=C(C1=O)CC1=CC=C(C=C1)C=1C(=CC=CC1)C#N)CCC)N=CN2 (4′-{[4-(trans-4-{[2-(fluoromethyl)oxiran-2-yl]methoxy}cyclohexyl)-5-oxo-7-propyl-4,5-dihydro[1,2,4]triazolo[1,5-a]pyrimidin-6-yl]methyl}biphenyl-2-carbonitrile). Reactants: FCC(CO[C@@H]1CC[C@H](CC1)N1C=2N(C(=C(C1=O)CC1=CC=C(C=C1)C=1C(=CC=CC1)C#N)CCC)N=CN2)O (4′-({4-[trans-4-(3-fluoro-2-hydroxypropoxy)cyclohexyl]-5-oxo-7-propyl-4,5-dihydro[1,2,4]triazolo[1,5-a]pyrimidin-6-yl}methyl)biphenyl-2-carbonitrile), CC(=O)OI1(C=2C=CC=CC2C(=O)O1)(OC(=O)C)OC(=O)C (Dess-Martin periodinane), C(O)([O-])=O.[Na+] (sodium hydrogen carbonate), S(=S)(=O)([O-])[O-].[Na+].[Na+] (sodium thiosulfate). Reaction SMILES: [F:1][CH2:2][CH:3]([OH:40])[CH2:4][O:5][C@H:6]1[CH2:11][CH2:10][C@H:9]([N:12]2[C:17](=[O:18])[C:16]([CH2:19][C:20]3[CH:25]=[CH:24][C:23]([C:26]4[C:27]([C:32]#[N:33])=[CH:28][CH:29]=[CH:30][CH:31]=4)=[CH:22][CH:21]=3)=[C:15]([CH2:34][CH2:35][CH3:36])[N:14]3[N:37]=[CH:38][N:39]=[C:13]23)[CH2:8][CH2:7]1.[CH3:41]C(OI1(OC(C)=O)(OC(C)=O)OC(=O)C2C=CC=CC1=2)=O.C(=O)([O-])O.[Na+].S([O-])([O-])(=O)=S.[Na+].[Na+]>C(#N)C>[F:1][CH2:2][C:3]1([CH2:4][O:5][C@H:6]2[CH2:11][CH2:10][C@H:9]([N:12]3[C:17](=[O:18])[C:16]([CH2:19][C:20]4[CH:25]=[CH:24][C:23]([C:26]5[C:27]([C:32]#[N:33])=[CH:28][CH:29]=[CH:30][CH:31]=5)=[CH:22][CH:21]=4)=[C:15]([CH2:34][CH2:35][CH3:36])[N:14]4[N:37]=[CH:38][N:39]=[C:13]34)[CH2:8][CH2:7]2)[CH2:41][O:40]1 |f:2.3,4.5.6|. The reactants are CN(C=O)C (N,N-dimethylformamide), 2, COC1=NC(=NC(=C1)OC)OC(C(=O)O)CC1=C(C=CC=C1Cl)Cl ((4,6-dimethoxypyrimidin-2-yl)oxy-3-(2,6-dichlorophenyl)propionic acid), C(C)Br (ethyl bromide), C([O-])([O-])=O.[K+].[K+] (potassium carbonate). Run in O (water). Product: COC1=NC(=NC(=C1)OC)OC(C(=O)OCC)CC1=C(C=CC=C1Cl)Cl (ethyl 2-(4,6-dimethoxypyrimidin-2-yl)oxy-3-(2,6-dichlorophenyl)propionate). As a reaction SMILES: CN(C)C=O.[CH3:6][O:7][C:8]1[CH:13]=[C:12]([O:14][CH3:15])[N:11]=[C:10]([O:16][CH:17]([CH2:21][C:22]2[C:27]([Cl:28])=[CH:26][CH:25]=[CH:24][C:23]=2[Cl:29])[C:18]([OH:20])=[O:19])[N:9]=1.[CH2:30](Br)[CH3:31].C(=O)([O-])[O-].[K+].[K+]>O>[CH3:15][O:14][C:12]1[CH:13]=[C:8]([O:7][CH3:6])[N:9]=[C:10]([O:16][CH:17]([CH2:21][C:22]2[C:23]([Cl:29])=[CH:24][CH:25]=[CH:26][C:27]=2[Cl:28])[C:18]([O:20][CH2:30][CH3:31])=[O:19])[N:11]=1 |f:3.4.5|. Procedure details: 50 ml of a N,N-dimethylformamide solution of 1.65 g of 2 (4,6-dimethoxypyrimidin-2-yl)oxy-3-(2,6-dichlorophenyl)propionic acid, 0.5 g of ethyl bromide 0.6 g of potassium carbonate was stirred at 80° C. for 2 hours under heating. The reaction solution was poured into water and extracted with ethyl acetate. The ethyl acetate layer was washed and dried. Then, the solvent was distilled off to obtain colorless crystals. Reactants: CCO, [H][H], COc1cc(-c2nn(CC3(O)CCN(C(=O)OC(C)(C)C)CC3)c3ncnc(N)c23)ccc1NC(=O)OCc1ccccc1, C1CCOC1. Yields the product COc1cc(-c2nn(CC3(O)CCN(C(=O)OC(C)(C)C)CC3)c3ncnc(N)c23)ccc1N. RXN SMILES: [CH3:47][CH2:48][OH:49].[H:45][H:46].[NH2:1][c:2]1[c:3]2[c:4]([n:5][cH:6][n:7]1)[n:8]([CH2:30][C:31]1([OH:44])[CH2:32][CH2:33][N:34]([C:37](=[O:38])[O:39][C:40]([CH3:41])([CH3:42])[CH3:43])[CH2:35][CH2:36]1)[n:9][c:10]2-[c:11]1[cH:12][c:13]([O:28][CH3:29])[c:14]([NH:17][C:18]([O:19][CH2:20][c:21]2[cH:22][cH:23][cH:24][cH:25][cH:26]2)=[O:27])[cH:15][cH:16]1.[O:50]1[CH2:51][CH2:52][CH2:53][CH2:54]1>>[NH2:1][c:2]1[c:3]2[c:4]([n:5][cH:6][n:7]1)[n:8]([CH2:30][C:31]1([OH:44])[CH2:32][CH2:33][N:34]([C:37](=[O:38])[O:39][C:40]([CH3:41])([CH3:42])[CH3:43])[CH2:35][CH2:36]1)[n:9][c:10]2-[c:11]1[cH:12][c:13]([O:28][CH3:29])[c:14]([NH2:17])[cH:15][cH:16]1. Starting materials: O=C(Cl)C(=O)Cl, C1CCOC1, O=C(O)c1ccc(OC2CCN(C(=O)N3CCCC3)C2)c(I)c1, CN(C)C=O. Product: O=C(Cl)c1ccc(OC2CCN(C(=O)N3CCCC3)C2)c(I)c1. RXN SMILES: [C:24]([Cl:25])(=[O:26])[C:28]([Cl:27])=[O:29].[CH2:35]1[O:36][CH2:37][CH2:38][CH2:39]1.[I:1][c:2]1[cH:3][c:4]([C:5](=[O:6])[OH:7])[cH:8][cH:9][c:10]1[O:11][CH:12]1[CH2:13][N:14]([C:17](=[O:18])[N:19]2[CH2:20][CH2:21][CH2:22][CH2:23]2)[CH2:15][CH2:16]1.[O:30]=[CH:31][N:32]([CH3:33])[CH3:34]>>[I:1][c:2]1[cH:3][c:4]([C:5](=[O:6])[Cl:27])[cH:8][cH:9][c:10]1[O:11][CH:12]1[CH2:13][N:14]([C:17](=[O:18])[N:19]2[CH2:20][CH2:21][CH2:22][CH2:23]2)[CH2:15][CH2:16]1. The reactants are CCN(C(=O)Nc1ccc(OC(F)(F)F)cc1)C1Cc2ccc(SC(C)(C)C(=O)OC(C)(C)C)cc2C1, ClCCl, O=C(O)C(F)(F)F. The product is CCN(C(=O)Nc1ccc(OC(F)(F)F)cc1)C1Cc2ccc(SC(C)(C)C(=O)O)cc2C1. RXN SMILES: [C:1]([CH3:2])([CH3:3])([CH3:4])[O:5][C:6]([C:7]([CH3:8])([CH3:9])[S:10][c:11]1[cH:12][c:13]2[c:17]([cH:18][cH:19]1)[CH2:16][CH:15]([N:20]([C:21](=[O:22])[NH:23][c:24]1[cH:25][cH:26][c:27]([O:30][C:31]([F:32])([F:33])[F:34])[cH:28][cH:29]1)[CH2:35][CH3:36])[CH2:14]2)=[O:37].[Cl:45][CH2:46][Cl:47].[F:38][C:39]([F:40])([F:41])[C:42]([OH:43])=[O:44]>>[O:5]=[C:6]([C:7]([CH3:8])([CH3:9])[S:10][c:11]1[cH:12][c:13]2[c:17]([cH:18][cH:19]1)[CH2:16][CH:15]([N:20]([C:21](=[O:22])[NH:23][c:24]1[cH:25][cH:26][c:27]([O:30][C:31]([F:32])([F:33])[F:34])[cH:28][cH:29]1)[CH2:35][CH3:36])[CH2:14]2)[OH:37]. The reactants are C(C1=CC=CC=C1)OC(=O)NC(C(=O)OC)=CC=1SC(=CC1)CC1NCCCCC1 (methyl 2-benzyloxycarbonylamino-3-[5-(1-hexahydroazepinylmethyl)-2-thienyl]propenoate). The reagents and catalysts are [Pd] (palladium black). The solvent is CO (methanol). Conditions: time 3 day. Product: N (ammonia), C(C1=CC=CC=C1)OC(=O)NC(C(=O)OC)CC=1SC(=CC1)CC1NCCCCC1 (methyl 2-benzyloxycarbonylamino-3-[5-(1-hexahydroazepinylmethyl)-2-thienyl]propionate). Isolated yield 11.8%. Reaction SMILES: [CH2:1]([O:8][C:9]([NH:11][C:12](=[CH:17][C:18]1[S:19][C:20]([CH2:23][CH:24]2[CH2:30][CH2:29][CH2:28][CH2:27][CH2:26][NH:25]2)=[CH:21][CH:22]=1)[C:13]([O:15][CH3:16])=[O:14])=[O:10])[C:2]1[CH:7]=[CH:6][CH:5]=[CH:4][CH:3]=1>[Pd].CO>[NH3:11].[CH2:1]([O:8][C:9]([NH:11][CH:12]([CH2:17][C:18]1[S:19][C:20]([CH2:23][CH:24]2[CH2:30][CH2:29][CH2:28][CH2:27][CH2:26][NH:25]2)=[CH:21][CH:22]=1)[C:13]([O:15][CH3:16])=[O:14])=[O:10])[C:2]1[CH:3]=[CH:4][CH:5]=[CH:6][CH:7]=1. Procedure: In an atmosphere of argon, 30 ml of methanol solution containing 2.03 g of the compound of Example 39 was mixed with 500 mg of palladium black and stirred for 3 days to effect hydrogenation. Then, 1 g of activated carbon was added and the mixture was filtered. The filtrate was evaporated under reduced pressure and then the residue was subjected to silica gel column chromatography and elution was carried out with a series of mixed solutions of chloroform:methanol=40:1 and 20:1 and chloroform:meth... The reactants are B, C1CCOC1, CON=CC1=Cc2c(cc(C)c(O)c2C)OC12CCC2, Cl, C1COCCO1, c1ccncc1. Yields the product CONCC1=Cc2c(cc(C)c(O)c2C)OC12CCC2. As a reaction SMILES: [BH3:21].[CH2:29]1[O:30][CH2:31][CH2:32][CH2:33]1.[CH3:1][O:2][N:3]=[CH:4][C:5]1=[CH:14][c:13]2[c:8]([cH:9][c:10]([CH3:17])[c:11]([OH:16])[c:12]2[CH3:15])[O:7][C:6]12[CH2:18][CH2:19][CH2:20]2.[ClH:28].[O:34]1[CH2:35][CH2:36][O:37][CH2:38][CH2:39]1.[cH:22]1[cH:23][cH:24][n:25][cH:26][cH:27]1>>[CH3:1][O:2][NH:3][CH2:4][C:5]1=[CH:14][c:13]2[c:8]([cH:9][c:10]([CH3:17])[c:11]([OH:16])[c:12]2[CH3:15])[O:7][C:6]12[CH2:18][CH2:19][CH2:20]2.